This data is from the Open Reaction Database (ORD), a public repository of structured organic reaction records. The task is: describe an organic reaction: reactants, conditions, products, and yield Starting materials: CCN(C(C)C)C(C)C (DIPEA), FC1=C(C(=O)O)C=C(C=C1)CC1=NNC(C2=CC=CC=C12)=O (2-fluoro-5-(4-oxo-3,4-dihydro-phthalazin-1-ylmethyl)-benzoic acid), CN(CCOC1CCNCC1)C (N,N-dimethyl-2-(piperidin-4-yloxy)ethanamine), 2-(1H-benzo[d][1,2,3]triazol-1-yl)-1,1,3,3-tetramethylisouronium tetrafluoroborate. Solvent: CN(C)C=O (DMF). Reaction conditions: time 1 hour. Yields the product CN(CCOC1CCN(CC1)C(=O)C=1C=C(CC2=NNC(C3=CC=CC=C23)=O)C=CC1F)C (4-(3-(4-(2-(dimethylamino)ethoxy)piperidine-1-carbonyl)-4-fluorobenzyl)phthalazin-1(2H)-one). The yield is 28.7%. RXN SMILES: [F:1][C:2]1[CH:10]=[CH:9][C:8]([CH2:11][C:12]2[C:21]3[C:16](=[CH:17][CH:18]=[CH:19][CH:20]=3)[C:15](=[O:22])[NH:14][N:13]=2)=[CH:7][C:3]=1[C:4]([OH:6])=O.[CH3:23][N:24]([CH3:34])[CH2:25][CH2:26][O:27][CH:28]1[CH2:33][CH2:32][NH:31][CH2:30][CH2:29]1.CCN(C(C)C)C(C)C>CN(C=O)C>[CH3:23][N:24]([CH3:34])[CH2:25][CH2:26][O:27][CH:28]1[CH2:33][CH2:32][N:31]([C:4]([C:3]2[CH:7]=[C:8]([CH:9]=[CH:10][C:2]=2[F:1])[CH2:11][C:12]2[C:21]3[C:16](=[CH:17][CH:18]=[CH:19][CH:20]=3)[C:15](=[O:22])[NH:14][N:13]=2)=[O:6])[CH2:30][CH2:29]1. Reported procedure: 2-fluoro-5-((4-oxo-3,4-dihydrophthalazin-1-yl)methyl)benzoic acid (1) (0.2 g, 0.67 mmol), N,N-dimethyl-2-(piperidin-4-yloxy)ethanamine (85) (0.116 g, 0.67 mmol) and 2-(1H-benzo[d][1,2,3]triazol-1-yl)-1,1,3,3-tetramethylisouronium tetrafluoroborate (0.215 g, 0.67 mmol) were dissolved in DMF (10 mL), to this was added DIPEA (0.117 mL, 0.67 mmol) and the reaction was stirred for 1 hour. The solvent was evaporated to dryness and the gum was dissolved in acetonitrile (4 mL). The crude product was pur... Starting materials: CC(=O)O, O, O=S(=O)(O)O, N#Cc1ccc2[nH]ncc2c1. Yields the product O=C(O)c1ccc2[nH]ncc2c1. RXN SMILES: [CH3:18][C:19](=[O:20])[OH:21].[OH2:1].[S:2]([OH:3])(=[O:4])(=[O:5])[OH:6].[nH:7]1[n:8][cH:9][c:10]2[cH:11][c:12]([C:16]#[N:17])[cH:13][cH:14][c:15]12>>[O:1]=[C:16]([OH:3])[c:12]1[cH:11][c:10]2[cH:9][n:8][nH:7][c:15]2[cH:14][cH:13]1. Starting materials: N (ammonia), COC(C=1C(C(=O)OC)=CC(=C(C1)N(C1=CC=CC=C1)CC=C)N(C1=CC=CC=C1)CC=C)=O (4,5-bis(N-allylanilino)phthalic acid dimethyl ester), amide, N (ammonia). Solvent: CO (methanol). Run at temperature 120 celsius. Yields the product C(C=C)N(C1=CC=CC=C1)C=1C=C2C(C(=O)NC2=O)=CC1N(CC=C)C1=CC=CC=C1 (4,5-Bis(N-allyl-N-phenylamino)phthalimide). As a reaction SMILES: C[O:2][C:3](=O)[C:4]1[C:5](=[CH:10][C:11]([N:24]([CH2:31][CH:32]=[CH2:33])[C:25]2[CH:30]=[CH:29][CH:28]=[CH:27][CH:26]=2)=[C:12]([N:14]([CH2:21][CH:22]=[CH2:23])[C:15]2[CH:20]=[CH:19][CH:18]=[CH:17][CH:16]=2)[CH:13]=1)[C:6](OC)=[O:7].[NH3:35]>CO>[CH2:21]([N:14]([C:12]1[CH:13]=[C:4]2[C:3](=[O:2])[NH:35][C:6](=[O:7])[C:5]2=[CH:10][C:11]=1[N:24]([C:25]1[CH:30]=[CH:29][CH:28]=[CH:27][CH:26]=1)[CH2:31][CH:32]=[CH2:33])[C:15]1[CH:16]=[CH:17][CH:18]=[CH:19][CH:20]=1)[CH:22]=[CH2:23]. Reported procedure: In an autoclave, 457 mg (1 mmol) of 4,5-bis(N-allylanilino)phthalic acid dimethyl ester are dissolved in 5 ml of methanol, and 15 ml of ammonia are Used for the purpose of amide formation. The autoclave is closed and then heated at 120° C. for 24 hours, then cooled and opened, and the ammonia is driven off with nitrogen. The residue is rinsed out with ethyl acetate and filtered, and the filtrate is chromatographed on silica gel with hexane/ethyl acetate 3:1. The product fractions are concentrate... Reactants: Cl (HCl), O[C@H]1[C@@H]([C@H](CC1)C(=O)[O-])C1=CC=C(C=C1)F.C[C@@H](C1=CC=CC=C1)[NH3+] ((S)-(-)-α-Methylbenzylammonium 3-(R)-(hydroxy)-2-(S)-(4-fluorophenyl)cyclopentane-1-(S)-carboxylate), CCO (EtOH). The solvent is O (water). Product: O[C@H]1[C@@H]([C@H](CC1)C(=O)O)C1=CC=C(C=C1)F (3-(R)-(Hydroxy)-2-(S)-(4-fluorophenyl)cyclopentane-1-(S)-carboxylic acid). Reaction SMILES: [OH:1][C@@H:2]1[CH2:6][CH2:5][C@H:4]([C:7]([O-:9])=[O:8])[C@H:3]1[C:10]1[CH:15]=[CH:14][C:13]([F:16])=[CH:12][CH:11]=1.C[C@H]([NH3+])C1C=CC=CC=1.Cl.CCO>O>[OH:1][C@@H:2]1[CH2:6][CH2:5][C@H:4]([C:7]([OH:9])=[O:8])[C@H:3]1[C:10]1[CH:15]=[CH:14][C:13]([F:16])=[CH:12][CH:11]=1 |f:0.1|. Procedure details: The salt from Step B was dissolved in water and acidified with 2N HCl and was extracted with 3 portions of EtOAc. The organic layers were washed with a portion of brine, combined, dried over sodium sulfate and evaporated to give a white solid. [α]D (EtOH)=+21.6 (c=2.55).